From a dataset of the Open Reaction Database (ORD), a public repository of structured organic reaction records. describe an organic reaction: reactants, conditions, products, and yield Starting materials: COC(C1=CN=C(C=C1)N1C=NC(=C1)C=1C(=NOC1C(F)(F)F)C1=CC=C(C=C1)Cl)=O (6-{4-[3-(4-chloro-phenyl)-5-trifluoromethyl-isoxazol-4-yl]-imidazol-1-yl}-nicotinic acid methyl ester), C1(CC1)N (cyclopropylamine). Yields the product ClC1=CC=C(C=C1)C1=NOC(=C1C=1N=CN(C1)C1=NC=C(C(=O)NC2CC2)C=C1)C(F)(F)F (6-{4-[3-(4-Chloro-phenyl)-5-trifluoromethyl-isoxazol-4-yl]-imidazol-1-yl}-N-cyclopropyl-nicotinamide). Yield: 76.0%. Reaction SMILES: CO[C:3](=[O:31])[C:4]1[CH:9]=[CH:8][C:7]([N:10]2[CH:14]=[C:13]([C:15]3[C:16]([C:24]4[CH:29]=[CH:28][C:27]([Cl:30])=[CH:26][CH:25]=4)=[N:17][O:18][C:19]=3[C:20]([F:23])([F:22])[F:21])[N:12]=[CH:11]2)=[N:6][CH:5]=1.[CH:32]1([NH2:35])[CH2:34][CH2:33]1>>[Cl:30][C:27]1[CH:26]=[CH:25][C:24]([C:16]2[C:15]([C:13]3[N:12]=[CH:11][N:10]([C:7]4[CH:8]=[CH:9][C:4]([C:3]([NH:35][CH:32]5[CH2:34][CH2:33]5)=[O:31])=[CH:5][N:6]=4)[CH:14]=3)=[C:19]([C:20]([F:22])([F:23])[F:21])[O:18][N:17]=2)=[CH:29][CH:28]=1. Reported procedure: As described for Example 48b, 6-{4-[3-(4-chloro-phenyl)-5-trifluoromethyl-isoxazol-4-yl]-imidazol-1-yl}-nicotinic acid methyl ester (100 mg, 0.23 mmol), was converted, using cyclopropylamine instead of cyclopropanemethylamine, to the title compound (80 mg, 76%) which was obtained as a white solid. MS: m/e=474.1 [M+H]+. Starting materials: —OCH3, CCC1=C(C2=CC3=C(C(=C(N3)C=C4N=C(C5=C6NC(=CC1=N2)C(=C6C(=O)C5)C)[C@H]([C@@H]4C)CCC(=O)OC)C)C=C)C (Methyl pyropheophorbide-a), Cl (HCl), CO.ClCCl (methanol dichloromethane), propionic ester. Run in ice water, O1CCCC1 (tetrahydrofuran). Run at time 4 hour. The product is CCC1=C(C2=CC3=C(C(=C(N3)C=C4N=C(C5=C6NC(=CC1=N2)C(=C6C(=O)C5)C)[C@H]([C@@H]4C)CCC(=O)O)C)C=C)C (Pyropheophorbide-a). RXN SMILES: [CH3:1][CH2:2][C:3]1[C:21]2=[N:22][C:5](=[CH:6][C:7]3[NH:11][C:10]([CH:12]=[C:13]4[C@@H:30]([CH3:31])[C@H:29]([CH2:32][CH2:33][C:34]([O:36]C)=[O:35])[C:15]([C:16]5[CH2:27][C:25](=[O:26])[C:24]6[C:17]=5[NH:18][C:19]([C:23]=6[CH3:28])=[CH:20]2)=[N:14]4)=[C:9]([CH3:38])[C:8]=3[CH:39]=[CH2:40])[C:4]=1[CH3:41].Cl.CO.ClCCl>O1CCCC1>[CH3:1][CH2:2][C:3]1[C:21]2=[N:22][C:5](=[CH:6][C:7]3[NH:11][C:10]([CH:12]=[C:13]4[C@@H:30]([CH3:31])[C@H:29]([CH2:32][CH2:33][C:34]([OH:36])=[O:35])[C:15]([C:16]5[CH2:27][C:25](=[O:26])[C:24]6[C:17]=5[NH:18][C:19]([C:23]=6[CH3:28])=[CH:20]2)=[N:14]4)=[C:9]([CH3:38])[C:8]=3[CH:39]=[CH2:40])[C:4]=1[CH3:41] |f:2.3|. Procedure: Methyl pyropheophorbide-a (2, 250 mg) was dissolved in distilled tetrahydrofuran (50 ml) and 4N HCl (125 ml) was added in one lot. The reaction mixture was stirred under nitrogen atmosphere at room temperature for 4 hours. The reaction was monitored by analytical tlc (silica plates), using 10% methanol/dichloromethane as a mobile phase. The reaction mixture was then poured in ice water, extracted with dichloromethane. The dichloromethane layer was washed several times with water (3×200 ml). The ... Starting materials: CCN(C(C)C)C(C)C (DIEA), BrC1=NC2=C(C(=NC(=C2)Cl)Cl)N1CC1=CC=C(C=C1)C(F)(F)F (2-bromo-4,6-dichloro-3-(4-(trifluoromethyl)benzyl)-3H-imidazo[4,5-c]pyridine), Cl.O1C2C(NCC1)CCC2 (octahydrocyclopenta[b][1,4]oxazine hydrochloride), [F-].[K+] (potassium fluoride). Run in C(C)(=O)OCC (ethyl acetate), CS(=O)C (DMSO). Reaction conditions: temperature 90 celsius. The product is ClC1=NC(=CC2=C1N(C(=N2)N2[C@H]1[C@H](OCC2)CCC1)CC1=CC=C(C=C1)C(F)(F)F)Cl (4,6-dichloro-2-[(trans)-hexahydrocyclopenta[b][1,4]oxazin-4(4aH)-yl]-3-[4-(trifluoromethyl)benzyl]-3H-imidazo[4,5-c]pyridine). As a reaction SMILES: Br[C:2]1[N:12]([CH2:13][C:14]2[CH:19]=[CH:18][C:17]([C:20]([F:23])([F:22])[F:21])=[CH:16][CH:15]=2)[C:5]2[C:6]([Cl:11])=[N:7][C:8]([Cl:10])=[CH:9][C:4]=2[N:3]=1.Cl.[O:25]1[CH2:30][CH2:29][NH:28][CH:27]2[CH2:31][CH2:32][CH2:33][CH:26]12.[F-].[K+].CCN(C(C)C)C(C)C>C(OCC)(=O)C.CS(C)=O>[Cl:11][C:6]1[C:5]2[N:12]([CH2:13][C:14]3[CH:19]=[CH:18][C:17]([C:20]([F:23])([F:22])[F:21])=[CH:16][CH:15]=3)[C:2]([N:28]3[CH2:29][CH2:30][O:25][C@@H:26]4[CH2:33][CH2:32][CH2:31][C@@H:27]34)=[N:3][C:4]=2[CH:9]=[C:8]([Cl:10])[N:7]=1 |f:1.2,3.4|. Procedure details: To a vial were added 2-bromo-4,6-dichloro-3-(4-(trifluoromethyl)benzyl)-3H-imidazo[4,5-c]pyridine (200 mg, 0.47 mmol), octahydrocyclopenta[b][1,4]oxazine hydrochloride (purchased from Enamine); 147 mg, 0.9 mmol), potassium fluoride (81 mg, 1.41 mmol), DIEA (246 μL, 1.41 mmol), and DMSO (2 mL). The vial was sealed and heated to 90° C. for 1 hour. The reaction mixture was cooled to room temperature, diluted with ethyl acetate, and washed with water and brine. The organic layer was dried over sodiu... Reactants: CCN=C=NCCCN(C)C, CCN(C(C)C)C(C)C, Cl, Cl, Cl, Fc1ccc(NC2CCNCC2)c(F)c1, CN(C)C=O, O, On1nnc2ccccc21, O=C(O)CNC(=O)c1cc(-c2ccccc2)[nH]n1. Yields the product O=C(NCC(=O)N1CCC(Nc2ccc(F)cc2F)CC1)c1cc(-c2ccccc2)[nH]n1. Reaction SMILES: [CH3:38][CH2:39][N:40]=[C:41]=[N:42][CH2:43][CH2:44][CH2:45][N:46]([CH3:47])[CH3:48].[CH:1]([N:2]([CH2:3][CH3:4])[CH:5]([CH3:6])[CH3:7])([CH3:8])[CH3:9].[ClH:49].[ClH:50].[ClH:51].[F:52][c:53]1[c:54]([NH:60][CH:61]2[CH2:62][CH2:63][NH:64][CH2:65][CH2:66]2)[cH:55][cH:56][c:57]([F:59])[cH:58]1.[O:67]=[CH:68][N:69]([CH3:70])[CH3:71].[OH2:72].[OH:28][n:29]1[c:30]2[c:31]([cH:32][cH:33][cH:34][cH:35]2)[n:36][n:37]1.[c:10]1(-[c:16]2[cH:17][c:18]([C:21](=[O:22])[NH:23][CH2:24][C:25](=[O:26])[OH:27])[n:19][nH:20]2)[cH:11][cH:12][cH:13][cH:14][cH:15]1>>[c:10]1(-[c:16]2[cH:17][c:18]([C:21](=[O:22])[NH:23][CH2:24][C:25](=[O:27])[N:64]3[CH2:63][CH2:62][CH:61]([NH:60][c:54]4[c:53]([F:52])[cH:58][c:57]([F:59])[cH:56][cH:55]4)[CH2:66][CH2:65]3)[n:19][nH:20]2)[cH:11][cH:12][cH:13][cH:14][cH:15]1. Starting materials: C1(=CC=CC=C1)NN (Phenylhydrazine), Cl (hydrochloric acid), N(=O)[O-].[Na+] (sodium nitrite), C(C)OCC (Diethyl ether). Solvent: O (water). Conditions: temperature 0 celsius, time 1 hour. Yields the product C1(=CC=CC=C1)N=[N+]=[N-] (Phenylazide). Yield: 44.7%. Reaction SMILES: [C:1]1([NH:7][NH2:8])[CH:6]=[CH:5][CH:4]=[CH:3][CH:2]=1.Cl.C(OCC)C.[N:15]([O-])=O.[Na+]>O>[C:1]1([N:7]=[N+:8]=[N-:15])[CH:6]=[CH:5][CH:4]=[CH:3][CH:2]=1 |f:3.4|. Reported procedure: Phenylhydrazine (6.7 g, 62 mmol) was added dropwise to a cold (0° C.) solution of concentrated hydrochloric acid (60 ml) over a period of 10 minutes. Diethyl ether (20 ml) was then added, followed by the dropwise addition of a solution of sodium nitrite (5 g, 72 mmol) in water (6 ml), keeping the temperature below 5° C. The reaction was then stirred at 0° C. for 1 hour and then extracted with ethyl acetate (3×100 ml). The combined organic layers were washed with water (2×50 ml), saturated brine ... The reactants are ClC(=O)OCC(Cl)(Cl)Cl (2,2,2-trichloroethyl chloroformate), ice water, O1N=CC=C1N (isoxazole-5-amine), N1=CC=CC=C1 (pyridine), ClC(=O)OCC(Cl)(Cl)Cl (2,2,2-trichloroethyl chloroformate). Solvent: O1CCCC1 (tetrahydrofuran). Conditions: time 40 minute. Yields the product O1N=CC=C1NC(OCC(Cl)(Cl)Cl)=O (2,2,2-Trichloroethyl isoxazol-5-ylcarbamate). Yield: 53.9%. As a reaction SMILES: [O:1]1[C:5]([NH2:6])=[CH:4][CH:3]=[N:2]1.N1C=CC=CC=1.Cl[C:14]([O:16][CH2:17][C:18]([Cl:21])([Cl:20])[Cl:19])=[O:15]>O1CCCC1>[O:1]1[C:5]([NH:6][C:14](=[O:15])[O:16][CH2:17][C:18]([Cl:21])([Cl:20])[Cl:19])=[CH:4][CH:3]=[N:2]1. Procedure: To a solution of isoxazole-5-amine (740 mg, 8.80 mmol) and pyridine (2.14 ml, 26.4 mmol) in tetrahydrofuran (10 ml) was added 2,2,2-trichloroethyl chloroformate (1.82 ml, 13.2 mmol) with ice-cooling and the mixture was stirred for 40 minutes with ice-cooling. To the mixture was further added 2,2,2-trichloroethyl chloroformate (1.82 ml, 13.2 mmol) with ice-cooling and the mixture was stirred for 30 minutes with ice-cooling, the reaction mixture was poured into ice-water and the mixture was extrac...